From a dataset of the Open Reaction Database (ORD), a public repository of structured organic reaction records. describe an organic reaction: reactants, conditions, products, and yield Starting materials: C(C1=CC=CC=C1)OC=1C=C2C=CC(=CC2=CC1)CN1C=C(C(=C1)C1=CC=CC=C1)CO ([1-(6-benzyloxy-2-naphthylmethyl)-4-phenyl-3-pyrrolyl]methanol). Reagents/catalysts: [O-2].[O-2].[Mn+4] (manganese dioxide). Solvent: O1CCCC1 (tetrahydrofuran). Conditions: time 1 hour. Yields the product C(C1=CC=CC=C1)OC=1C=C2C=CC(=CC2=CC1)CN1C=C(C(=C1)C1=CC=CC=C1)C=O (1-(6-benzyloxy-2-naphthylmethyl)-4-phenylpyrrole-3-carbaldehyde). The yield is 94.2%. RXN SMILES: [CH2:1]([O:8][C:9]1[CH:10]=[C:11]2[C:16](=[CH:17][CH:18]=1)[CH:15]=[C:14]([CH2:19][N:20]1[CH:24]=[C:23]([C:25]3[CH:30]=[CH:29][CH:28]=[CH:27][CH:26]=3)[C:22]([CH2:31][OH:32])=[CH:21]1)[CH:13]=[CH:12]2)[C:2]1[CH:7]=[CH:6][CH:5]=[CH:4][CH:3]=1>[O-2].[O-2].[Mn+4].O1CCCC1>[CH2:1]([O:8][C:9]1[CH:10]=[C:11]2[C:16](=[CH:17][CH:18]=1)[CH:15]=[C:14]([CH2:19][N:20]1[CH:24]=[C:23]([C:25]3[CH:26]=[CH:27][CH:28]=[CH:29][CH:30]=3)[C:22]([CH:31]=[O:32])=[CH:21]1)[CH:13]=[CH:12]2)[C:2]1[CH:3]=[CH:4][CH:5]=[CH:6][CH:7]=1 |f:1.2.3|. Procedure details: A mixture of [1-(6-benzyloxy-2-naphthylmethyl)-4-phenyl-3-pyrrolyl]methanol (2.39 g), activated manganese dioxide (4.80 g), and tetrahydrofuran (50 ml) was stirred at room temperature for one hour. After the manganese dioxide was removed by filtration, the filtrate was concentrated. The colorless crystals obtained were collected by filtration to yield 1-(6-benzyloxy-2-naphthylmethyl)-4-phenylpyrrole-3-carbaldehyde (2.24 g, yield: 94%). This was recrystallized from tetrahydrofuran-hexane. Melting... The reactants are CC=1C=C(C=C(C1OC1=CC(=C(C=C1)OCC1=CC=CC=C1)C(C)C)C)[N+](=O)[O-] (3,5-Dimethyl-4-(3'-isopropyl-4'-benzyloxyphenoxy)-nitrobenzene), [H][H] (hydrogen). Reagents/catalysts: [Pd] (Pd/C). Solvent: C(C)O.O1CCCC1 (ethanol tetrahydrofuran), C(C)(=O)OCC (ethyl acetate), CCCCCCC (heptane). Run at time 18 hour. Product: CC=1C=C(N)C=C(C1OC1=CC(=C(C=C1)O)C(C)C)C (3,5-dimethyl-4-(3'-isopropyl-4'-hydroxyphenoxy)-aniline). As a reaction SMILES: [CH3:1][C:2]1[CH:3]=[C:4]([N+:27]([O-])=O)[CH:5]=[C:6]([CH3:26])[C:7]=1[O:8][C:9]1[CH:14]=[CH:13][C:12]([O:15]CC2C=CC=CC=2)=[C:11]([CH:23]([CH3:25])[CH3:24])[CH:10]=1.[H][H]>C(O)C.O1CCCC1.C(OCC)(=O)C.CCCCCCC.[Pd]>[CH3:26][C:6]1[CH:5]=[C:4]([CH:3]=[C:2]([CH3:1])[C:7]=1[O:8][C:9]1[CH:14]=[CH:13][C:12]([OH:15])=[C:11]([CH:23]([CH3:24])[CH3:25])[CH:10]=1)[NH2:27] |f:2.3|. Procedure: 3,5-Dimethyl-4-(3'-isopropyl-4'-benzyloxyphenoxy)-nitrobenzene, (2.86 kg, 7.31 mol) is dissolved in a mixture of ethanol/tetrahydrofuran (10:1, 114 L) and cooled to 100. This is admixed with 10% Pd/C (800 g) and the system is pressurized to 15 psi with hydrogen gas. The hydrogenation is continued for 18 hours. The mixture is then filtered through Celite and the Celite is washed with tetrahydrofuran (30 L). The filtrate is then evaporated in vacuo to dryness (50°, 3 Torr). The solid residue is tr... The reactants are COC1=CC(=C(OC=2C=C3CCC(OC3=CC2)C2=CC=CC=C2)C=C1)[N+](=O)[O-] (6-(4-methoxy-2-nitrophenoxy)-2-phenylchroman), C1(=CC=CC=C1)C1COC2=CC(=CC=C2C1)O (3-phenylchroman-7-ol). Yields the product COC1=CC(=C(OC2=CC=C3CC(COC3=C2)C2=CC=CC=C2)C=C1)[N+](=O)[O-] (7-(4-Methoxy-2-nitrophenoxy)-3-phenylchroman). As a reaction SMILES: [CH3:1][O:2][C:3]1[CH:25]=[CH:24][C:6](OC2C=C3C(=CC=2)OC(C2C=CC=CC=2)CC3)=[C:5]([N+:26]([O-:28])=[O:27])[CH:4]=1.[C:29]1([CH:35]2[CH2:44][C:43]3[C:38](=[CH:39][C:40]([OH:45])=[CH:41][CH:42]=3)[O:37][CH2:36]2)[CH:34]=[CH:33][CH:32]=[CH:31][CH:30]=1>>[CH3:1][O:2][C:3]1[CH:25]=[CH:24][C:6]([O:45][C:40]2[CH:39]=[C:38]3[C:43]([CH2:44][CH:35]([C:29]4[CH:34]=[CH:33][CH:32]=[CH:31][CH:30]=4)[CH2:36][O:37]3)=[CH:42][CH:41]=2)=[C:5]([N+:26]([O-:28])=[O:27])[CH:4]=1. Procedure details: 7-(4-Methoxy-2-nitrophenoxy)-3-phenylchroman was prepared as described for 6-(4-methoxy-2-nitrophenoxy)-2-phenylchroman in Example 3(a) using 0.5 g of 3-phenylchroman-7-ol. 1H NMR (400 MHz, d6-DMSO) δ: 7.60 (d, 1H, J 3.1 Hz), 7.35 (m, 4H), 7.32 (dd, 1H, J 9.1, 3.1 Hz), 7.27-7.29 (m, 1H), 7.21 (d, 1H, J 9.1 Hz), 7.12 (d, 1H, J 8.3 Hz), 6.48 (dd, 1H, J 8.3, 2.5 Hz), 6.38 (d, 1H, J 2.5 Hz), 4.26 (dd, 1H, J 10.4, 3.5 Hz), 4.08 (t, 1H, J 10.4 Hz), 3.85 (s, 3H), 3.20 (m, 1H), 2.90-3.04 (m, 2H).